From a dataset of the Open Reaction Database (ORD), a public repository of structured organic reaction records. describe an organic reaction: reactants, conditions, products, and yield The reactants are O1C(COC2=CC=C(C=C2)C2=CC=CC=C2)C1 (4-(2,3-epoxypropoxy)-biphenyl), C(C1=CC=CC=C1)NCCOC1=CC=C(C(C(=O)N)=C1)O (5-[2-(benzylamino)-ethoxy]-salicylamide). The solvent is C(C)(C)O (isopropanol). Yields the product C(C1=CC=CC=C1)N(CC(COC1=CC=C(C=C1)C1=CC=CC=C1)O)CCOC1=CC(=C(C=C1)O)C(N)=O (1-[N-benzyl-2-(3-carbamoyl-4-hydroxyphenoxy)-ethylamino]-3-(4-biphenyloxy)-2-propanol). Reaction SMILES: [O:1]1[CH2:17][CH:2]1[CH2:3][O:4][C:5]1[CH:10]=[CH:9][C:8]([C:11]2[CH:16]=[CH:15][CH:14]=[CH:13][CH:12]=2)=[CH:7][CH:6]=1.[CH2:18]([NH:25][CH2:26][CH2:27][O:28][C:29]1[CH:37]=[C:33]([C:34]([NH2:36])=[O:35])[C:32]([OH:38])=[CH:31][CH:30]=1)[C:19]1[CH:24]=[CH:23][CH:22]=[CH:21][CH:20]=1>C(O)(C)C>[CH2:18]([N:25]([CH2:26][CH2:27][O:28][C:29]1[CH:30]=[CH:31][C:32]([OH:38])=[C:33]([C:34](=[O:35])[NH2:36])[CH:37]=1)[CH2:17][CH:2]([OH:1])[CH2:3][O:4][C:5]1[CH:10]=[CH:9][C:8]([C:11]2[CH:16]=[CH:15][CH:14]=[CH:13][CH:12]=2)=[CH:7][CH:6]=1)[C:19]1[CH:24]=[CH:23][CH:22]=[CH:21][CH:20]=1. Reported procedure: A solution of 5.97 g of 4-(2,3-epoxypropoxy)-biphenyl and 6.87 g of 5-[2-(benzylamino)-ethoxy]-salicylamide in 140 ml of isopropanol is heated under reflux for 15 hours and the solvent is then removed in a rotary evaporator. The residue is recrystallised from diethyl ether, yielding 1-[N-benzyl-2-(3-carbamoyl-4-hydroxyphenoxy)-ethylamino]-3-(4-biphenyloxy)-2-propanol having a melting point of 135°-138°. Reactants: [Al+3], CCCCN1CC(COc2cccc3c2CC=C3)OCC1=O, [H-], [H-], [H-], [H-], [Li+], C1CCOC1. The product is CCCCN1CCOC(COc2cccc3c2CC=C3)C1. As a reaction SMILES: [Al+3:2].[CH2:7]([CH2:8][CH2:9][CH3:10])[N:11]1[CH2:12][CH:13]([CH2:18][O:19][c:20]2[cH:21][cH:22][cH:23][c:24]3[c:28]2[CH2:27][CH:26]=[CH:25]3)[O:14][CH2:15][C:16]1=[O:17].[H-:1].[H-:4].[H-:5].[H-:6].[Li+:3].[O:29]1[CH2:30][CH2:31][CH2:32][CH2:33]1>>[CH2:7]([CH2:8][CH2:9][CH3:10])[N:11]1[CH2:12][CH:13]([CH2:18][O:19][c:20]2[cH:21][cH:22][cH:23][c:24]3[c:28]2[CH2:27][CH:26]=[CH:25]3)[O:14][CH2:15][CH2:16]1. Starting materials: CC(c1ccc(Br)cc1)N(CCCC(=O)c1ccccc1)C(=O)OC(C)(C)C, CC(C)(C)S(N)=O, C1CCOC1. Yields the product CC(c1ccc(Br)cc1)N(CCCC(=NS(=O)C(C)(C)C)c1ccccc1)C(=O)OC(C)(C)C. Reaction SMILES: [Br:1][c:2]1[cH:3][cH:4][c:5]([CH:8]([CH3:9])[N:10]([C:11]([O:12][C:13]([CH3:14])([CH3:15])[CH3:16])=[O:17])[CH2:18][CH2:19][CH2:20][C:21]([c:22]2[cH:23][cH:24][cH:25][cH:26][cH:27]2)=[O:28])[cH:6][cH:7]1.[C:29]([CH3:30])([CH3:31])([CH3:32])[S:33](=[O:34])[NH2:35].[CH2:36]1[O:37][CH2:38][CH2:39][CH2:40]1>>[Br:1][c:2]1[cH:3][cH:4][c:5]([CH:8]([CH3:9])[N:10]([C:11]([O:12][C:13]([CH3:14])([CH3:15])[CH3:16])=[O:17])[CH2:18][CH2:19][CH2:20][C:21]([c:22]2[cH:23][cH:24][cH:25][cH:26][cH:27]2)=[N:35][S:33]([C:29]([CH3:30])([CH3:31])[CH3:32])=[O:34])[cH:6][cH:7]1. Starting materials: 12, ferrous chloride, C(=O)([O-])[O-].[Ca+2] (CaCO3), OCC(=O)[C@@H](O)[C@H](O)[C@@H](O)CO (L-sorbose), 0. Conditions: temperature 30 celsius, time 2 day. Product: C([C@@H]([C@H]([C@@H](C(=O)C(=O)O)O)O)O)O (2-keto-L-gulonic acid). RXN SMILES: [OH:1][CH2:2][C:3]([C@H:5]([C@@H:7]([C@H:9]([CH2:11][OH:12])[OH:10])[OH:8])[OH:6])=[O:4].C([O-])([O-])=[O:14].[Ca+2]>>[CH2:11]([OH:12])[C@H:9]([OH:10])[C@@H:7]([OH:8])[C@H:5]([OH:6])[C:3]([C:2]([OH:14])=[O:1])=[O:4] |f:1.2|. Reported procedure: The colonies treated with the mutagen on the complete medium plate were streaked onto a fresh complete medium plate over a length of about 2 cm at the rate of 12 strains per plate. After incubation at 28° C. for 2 days, one loopful of the grown cells were transferred to a test tube containing 3 ml of a medium (pH 6.5) composed of 7.0% of L-sorbose (separately sterilized), 1.0% of dried yeast 10% of peptone, 0 1% of ferrous chloride and 3.0% of CaCO3 and incubated with shaking at 30° C. for 4 day... The product is Nc1ccccc1-c1ccc(Br)cc1. As a reaction SMILES: [Br:1][c:2]1[cH:3][cH:4][c:5]([B:8]([OH:9])[OH:10])[cH:6][cH:7]1.[C:26](=[O:27])([O-:28])[O-:29].[CH3:19][c:20]1[cH:21][cH:22][cH:23][cH:24][cH:25]1.[CH3:32][CH2:33][O:34][C:35]([CH3:36])=[O:37].[I:11][c:12]1[c:13]([NH2:18])[cH:14][cH:15][cH:16][cH:17]1.[Na+:30].[Na+:31].[OH2:38]>>[Br:1][c:2]1[cH:3][cH:4][c:5](-[c:12]2[c:13]([NH2:18])[cH:14][cH:15][cH:16][cH:17]2)[cH:6][cH:7]1. The reactants are OB(O)c1ccc(Br)cc1, O=C([O-])[O-], Cc1ccccc1, CCOC(C)=O, Nc1ccccc1I, [Na+], [Na+], O. Run in CC(=O)N(C)C (dimethyl acetamide), ice water. Run at time 17 hour. Starting materials: ClC=1C=C(C=CC1C(C(C(F)(F)F)(O)C1=CC(=NC=C1)Cl)C)O (3-Chloro-4-[2-(2-chloro-pyridin-4-yl)-3,3,3-trifluoro-2-hydroxy-1-methyl-propyl]-phenol), BrC(C(=O)N)(C)C (2-bromo-2-methyl-propionamide), [OH-].[Na+] (sodium hydroxide), Cl (HCl), BrC(C(=O)N)(C)C (2-bromo-2-methyl-propionamide), [OH-].[Na+] (sodium hydroxide). As a reaction SMILES: [Cl:1][C:2]1[CH:3]=[C:4]([OH:23])[CH:5]=[CH:6][C:7]=1[CH:8]([CH3:22])[C:9]([C:15]1[CH:20]=[CH:19][N:18]=[C:17]([Cl:21])[CH:16]=1)([OH:14])[C:10]([F:13])([F:12])[F:11].Br[C:25]([CH3:30])([CH3:29])[C:26]([NH2:28])=[O:27].[OH-].[Na+].Cl>CC(N(C)C)=O>[Cl:1][C:2]1[CH:3]=[C:4]([CH:5]=[CH:6][C:7]=1[CH:8]([CH3:22])[C:9]([C:15]1[CH:20]=[CH:19][N:18]=[C:17]([Cl:21])[CH:16]=1)([OH:14])[C:10]([F:13])([F:12])[F:11])[O:23][C:25]([CH3:30])([CH3:29])[C:26]([NH2:28])=[O:27] |f:2.3|. Product: ClC=1C=C(OC(C(=O)N)(C)C)C=CC1C(C(C(F)(F)F)(O)C1=CC(=NC=C1)Cl)C (2-{3-Chloro-4-[2-(2-chloro-pyridin-4-yl)-3,3,3-trifluoro-2-hydroxy-1-methyl-propyl]-phenoxy}-2-methyl-propionamide), solid. Reported procedure: 3-Chloro-4-[2-(2-chloro-pyridin-4-yl)-3,3,3-trifluoro-2-hydroxy-1-methyl-propyl]-phenol (Example 133, 200 mg) and 2-bromo-2-methyl-propionamide (272 mg) in dimethyl acetamide (1 mL) were treated with sodium hydroxide (66 mg) and stirred at r.t. for 17 h. A second portion of 2-bromo-2-methyl-propionamide (272 mg) followed by sodium hydroxide (66 mg) was added and the reaction mixture further stirred for 2 h at r.t. This process was repeated a last time and the reaction mixture was diluted with ic... The reactants are ClC1=CC=C2C(=C1)NC(C21C(NC(CC1C1=C(C=CC(=C1)Cl)OC(CO)(C)C)=O)C1=C(C=CC(=C1)F)C)=O (racemic (2′S,3S,4′R)-6-chloro-4′-[5-chloro-2-(2-hydroxy-1,1-dimethyl-ethoxy)-phenyl]-2′-[5-fluoro-2-methylphenyl]-spiro[3H-indole-3,3′-piperidine]-2,6′(1H)-dione), CCN=C=NCCCN(C)C.Cl (EDCl), C=1C=CC2=C(C1)N=NN2O (HOBt), CCN(C(C)C)C(C)C (DIPEA), CN1CCC(CC1)N (1-methyl-piperidin-4-ylamine). Run in C1CCOC1 (THF). Conditions: time 8 hour. Product: ClC1=CC=C2C(=C1)NC(C21C(NC(CC1C1=C(C=CC(=C1)Cl)OC(C)(C(NC1CCN(CC1)C)=O)C)=O)C1=C(C=CC(=C1)F)C)=O (Racemic (2′S,3S,4′R)-6-chloro-4′-{5-chloro-2-[1-methyl-1-(1-methyl-piperidin-4-ylcarbamoyl)-ethoxy]-phenyl}-2′-(5-fluoro-2-methyl-phenyl)spiro[3H-indole-3,3′-piperidine]-2,6′(1H)-dione). Yield: 17.5%. As a reaction SMILES: [Cl:1][C:2]1[CH:7]=[C:6]2[NH:8][C:9](=[O:38])[C:10]3([CH:15]([C:16]4[CH:21]=[C:20]([Cl:22])[CH:19]=[CH:18][C:17]=4[O:23][C:24]([CH3:28])([CH3:27])[CH2:25][OH:26])[CH2:14][C:13](=[O:29])[NH:12][CH:11]3[C:30]3[CH:35]=[C:34]([F:36])[CH:33]=[CH:32][C:31]=3[CH3:37])[C:5]2=[CH:4][CH:3]=1.CCN=C=NCCCN(C)C.Cl.C1C=CC2N(O)N=NC=2C=1.CCN(C(C)C)C(C)C.[CH3:70][N:71]1[CH2:76][CH2:75][CH:74]([NH2:77])[CH2:73][CH2:72]1>C1COCC1>[Cl:1][C:2]1[CH:7]=[C:6]2[NH:8][C:9](=[O:38])[C:10]3([CH:15]([C:16]4[CH:21]=[C:20]([Cl:22])[CH:19]=[CH:18][C:17]=4[O:23][C:24]([CH3:28])([C:25](=[O:26])[NH:77][CH:74]4[CH2:75][CH2:76][N:71]([CH3:70])[CH2:72][CH2:73]4)[CH3:27])[CH2:14][C:13](=[O:29])[NH:12][CH:11]3[C:30]3[CH:35]=[C:34]([F:36])[CH:33]=[CH:32][C:31]=3[CH3:37])[C:5]2=[CH:4][CH:3]=1 |f:1.2|. Procedure: To a mixture of racemic (2′S,3S,4′R)-6-chloro-4′-[5-chloro-2-(2-hydroxy-1,1-dimethyl-ethoxy)-phenyl]-2′-[5-fluoro-2-methylphenyl]-spiro[3H-indole-3,3′-piperidine]-2,6′(1H)-dione (35 mg, 0.06 mmol), EDCl (18 mg, 0.094 mmol), HOBt (14 mg, 0.094 mmol) and DIPEA (23 mg, 0.2 mmol) in THF (1 mL) was added 1-methyl-piperidin-4-ylamine (21 mg, 0.18 mmol). The mixture was stirred at room temperature overnight, purified by prep-HPLC to give the title compound as a white solid (7 mg).